Dataset: the Open Reaction Database (ORD), a public repository of structured organic reaction records. Task: describe an organic reaction: reactants, conditions, products, and yield Reactants: C1(=CC=CC=C1)S (thiophenol), NC1=NNC=N1 (3-Amino-1,2,4-triazole), N(=O)[O-].[Na+] (sodium nitrite), C(C)(=O)[O-].[Na+] (sodium acetate), [OH-].[Na+] (sodium hydroxide). Solvent: O (water), O (water), S(O)(O)(=O)=O (sulfuric acid). Conditions: time 0.5 hour. Yields the product C1(=CC=CC=C1)SC1=NNC=N1 (3-(Phenylthio)-1,2,4-Triazole). As a reaction SMILES: N[C:2]1[N:6]=[CH:5][NH:4][N:3]=1.N([O-])=O.[Na+].C([O-])(=O)C.[Na+].[C:16]1([SH:22])[CH:21]=[CH:20][CH:19]=[CH:18][CH:17]=1.[OH-].[Na+]>S(=O)(=O)(O)O.O>[C:16]1([S:22][C:2]2[N:6]=[CH:5][NH:4][N:3]=2)[CH:21]=[CH:20][CH:19]=[CH:18][CH:17]=1 |f:1.2,3.4,6.7|. Reported procedure: 3-Amino-1,2,4-triazole (12 g) is dissolved in 40% sulfuric acid (26 ml), and with temperature held at 5° C. or below, a solution consisting of sodium nitrite (11.9 g) dissolved in water (36 ml) is added dropwise. Subsequently, a saturated aqueous solution of sodium acetate is added to adjust the pH of the mixture to 4-5. The resulting solution is added over 1.5 h under cooling with ice to a solution composed of thiophenol (11.6 ml), sodium hydroxide (4.72 g) and water (30 ml). The reaction is st... Starting materials: CCNC(=O)Nc1cc(Nc2nccc(C(F)(F)F)n2)cc(-c2cnc(C3CCC(C(=O)OCC)CC3)s2)c1, CCOCC, CO, CCOC(C)=O, Cl, [Li+], C1CCOC1, [OH-]. Product: CCNC(=O)Nc1cc(Nc2nccc(C(F)(F)F)n2)cc(-c2cnc(C3CCC(C(=O)O)CC3)s2)c1. RXN SMILES: [CH2:1]([CH3:2])[NH:3][C:4](=[O:5])[NH:6][c:7]1[cH:8][c:9](-[c:24]2[cH:25][n:26][c:27]([CH:29]3[CH2:30][CH2:31][CH:32]([C:35](=[O:36])[O:37][CH2:38][CH3:39])[CH2:33][CH2:34]3)[s:28]2)[cH:10][c:11]([NH:13][c:14]2[n:15][cH:16][cH:17][c:18]([C:20]([F:21])([F:22])[F:23])[n:19]2)[cH:12]1.[CH3:43][CH2:44][O:45][CH2:46][CH3:47].[CH3:53][OH:54].[CH3:55][CH2:56][O:57][C:58](=[O:59])[CH3:60].[ClH:42].[Li+:41].[O:48]1[CH2:49][CH2:50][CH2:51][CH2:52]1.[OH-:40]>>[CH2:1]([CH3:2])[NH:3][C:4](=[O:5])[NH:6][c:7]1[cH:8][c:9](-[c:24]2[cH:25][n:26][c:27]([CH:29]3[CH2:30][CH2:31][CH:32]([C:35](=[O:36])[OH:37])[CH2:33][CH2:34]3)[s:28]2)[cH:10][c:11]([NH:13][c:14]2[n:15][cH:16][cH:17][c:18]([C:20]([F:21])([F:22])[F:23])[n:19]2)[cH:12]1. The reactants are CCOC(=O)C (EtOAc), ClCCCN1C(SCC1=O)C1=CC(=CC=C1)F (3-(3-Chloropropyl)-2-(3-fluorophenyl)-thiazolidin-4-one), N1CCOCC1 (morpholine), C(C)(C)N(C(C)C)CC (N,N-diisopropylethylamine). Solvent: CN(C)C=O (DMF). Run at temperature 60 celsius. Yields the product FC=1C=C(C=CC1)C1SCC(N1CCCN1CCOCC1)=O (2-(3-Fluorophenyl)-3-(3-morpholin-4-ylpropyl)-thiazolidin-4-one). Yield: 83.2%. RXN SMILES: Cl[CH2:2][CH2:3][CH2:4][N:5]1[C:9](=[O:10])[CH2:8][S:7][CH:6]1[C:11]1[CH:16]=[CH:15][CH:14]=[C:13]([F:17])[CH:12]=1.[NH:18]1[CH2:23][CH2:22][O:21][CH2:20][CH2:19]1.C(N(CC)C(C)C)(C)C.CCOC(C)=O>CN(C=O)C>[F:17][C:13]1[CH:12]=[C:11]([CH:6]2[N:5]([CH2:4][CH2:3][CH2:2][N:18]3[CH2:23][CH2:22][O:21][CH2:20][CH2:19]3)[C:9](=[O:10])[CH2:8][S:7]2)[CH:16]=[CH:15][CH:14]=1. Reported procedure: 3-(3-Chloropropyl)-2-(3-fluorophenyl)-thiazolidin-4-one (1.15 mm, 0.315 g) and morpholine (1.15 mm, 0.1 g) are mixed in 20 mL DMF in the presence of N,N-diisopropylethylamine (1.15 mm, 0.2 mL) and a catalytic amount of KI. The mixture is heated at 60° C. for 24 hours, then 20 mL of EtOAc is added to the mixture. The organic layer is washed with brine and dried. The solvent is evaporated, and the residue is triturated with hexane, 0.31 g of the product is isolated (84%). Reactants: O=C(Cl)c1ccccc1, Nc1ccc([N+](=O)[O-])c(C(F)(F)F)c1, [Na+], [OH-], O, c1ccncc1. Yields the product O=C(Nc1ccc([N+](=O)[O-])c(C(F)(F)F)c1)c1ccccc1. As a reaction SMILES: [C:15]([c:16]1[cH:17][cH:18][cH:19][cH:20][cH:21]1)(=[O:22])[Cl:23].[F:1][C:2]([c:3]1[cH:4][c:5]([NH2:6])[cH:7][cH:8][c:9]1[N+:10](=[O:11])[O-:12])([F:13])[F:14].[Na+:26].[OH-:25].[OH2:24].[cH:27]1[cH:28][cH:29][n:30][cH:31][cH:32]1>>[F:1][C:2]([c:3]1[cH:4][c:5]([NH:6][C:15]([c:16]2[cH:17][cH:18][cH:19][cH:20][cH:21]2)=[O:22])[cH:7][cH:8][c:9]1[N+:10](=[O:11])[O-:12])([F:13])[F:14].